From a dataset of the Open Reaction Database (ORD), a public repository of structured organic reaction records. describe an organic reaction: reactants, conditions, products, and yield Reactants: CC(C)(C)c1csc(-c2cc3cc(C=O)ccc3o2)n1, CCOC(=O)CP(=O)(OCC)OCC, CC(C)(C)[O-], CN(C)C=O, [K+], C1CCOC1. Yields the product CCOC(=O)C=Cc1ccc2oc(-c3nc(C(C)(C)C)cs3)cc2c1. Reaction SMILES: [C:1]([CH3:2])([CH3:3])([CH3:4])[c:5]1[n:6][c:7](-[c:10]2[o:11][c:12]3[c:13]([cH:14]2)[cH:15][c:16]([CH:19]=[O:20])[cH:17][cH:18]3)[s:8][cH:9]1.[CH3:21][CH2:22][O:23][C:24](=[O:25])[CH2:26][P:27]([O:28][CH2:29][CH3:30])([O:31][CH2:32][CH3:33])=[O:34].[CH3:40][C:41]([CH3:42])([O-:43])[CH3:44].[CH3:46][N:47]([CH3:48])[CH:49]=[O:50].[K+:45].[O:35]1[CH2:36][CH2:37][CH2:38][CH2:39]1>>[C:1]([CH3:2])([CH3:3])([CH3:4])[c:5]1[n:6][c:7](-[c:10]2[o:11][c:12]3[c:13]([cH:14]2)[cH:15][c:16]([CH:19]=[CH:26][C:24]([O:23][CH2:22][CH3:21])=[O:25])[cH:17][cH:18]3)[s:8][cH:9]1.